This data is from the Open Reaction Database (ORD), a public repository of structured organic reaction records. The task is: describe an organic reaction: reactants, conditions, products, and yield Starting materials: ClC1=CC=C(C=C1)SC1=C(N=C(N1C)C1=CC=CC=C1)C1=CC=C(C=C1)C(C#N)(C)C (2-(4-{5-[(4-Chlorophenyl)thio]-1-methyl-2-phenyl-1H-imidazol-4-yl}phenyl)-2-methylpropanenitrile), CCO (EtOH), Cl (HCl). Run in [OH-].[Na+] (NaOH). Run at temperature 90 celsius, time 2 day. Product: ClC1=CC=C(C=C1)SC1=C(N=C(N1C)C1=CC=CC=C1)C1=CC=C(C=C1)C(C(=O)N)(C)C (2-(4-{5-[(4-Chlorophenyl)thio]-1-methyl-2-phenyl-1H-imidazol-4-yl}phenyl)-2-methylpropanamide). Reaction SMILES: [Cl:1][C:2]1[CH:7]=[CH:6][C:5]([S:8][C:9]2[N:13]([CH3:14])[C:12]([C:15]3[CH:20]=[CH:19][CH:18]=[CH:17][CH:16]=3)=[N:11][C:10]=2[C:21]2[CH:26]=[CH:25][C:24]([C:27]([CH3:31])([CH3:30])[C:28]#[N:29])=[CH:23][CH:22]=2)=[CH:4][CH:3]=1.Cl.CC[OH:35]>[OH-].[Na+]>[Cl:1][C:2]1[CH:7]=[CH:6][C:5]([S:8][C:9]2[N:13]([CH3:14])[C:12]([C:15]3[CH:20]=[CH:19][CH:18]=[CH:17][CH:16]=3)=[N:11][C:10]=2[C:21]2[CH:22]=[CH:23][C:24]([C:27]([CH3:31])([CH3:30])[C:28]([NH2:29])=[O:35])=[CH:25][CH:26]=2)=[CH:4][CH:3]=1 |f:3.4|. Reported procedure: A suspension of 2-(4-{5-[(4-chlorophenyl)thio]-1-methyl-2-phenyl-1H-imidazol-4-yl}phenyl)-2-methylpropanenitrile (Example 76, 120 mg, 0.270 mmol) in 3 mL of EtOH and 2 mL of 2 N NaOH was stirred at 90° C. over two days. The mixture was neutralized with 2 N HCl (pH=ca 5) and the product was extracted with EtOAc. The extracts were concentrated to dryness, and the residue was purified by reverse phase HPLC to afford the title compound. 1H NMR (500 MHz, (CD3OD): 7.88 (d, 2H), 7.74 (m, 2H), 7.58 (m, ... Starting materials: CCc1cccc(C)c1N, O, O=C(O)C=CC(=O)O, O=S(=O)(O)O, Cc1ccccc1C. Product: CCc1cccc(C)c1N1C(=O)C=CC1=O. RXN SMILES: [CH2:22]([CH3:23])[c:24]1[c:25]([NH2:26])[c:27]([CH3:31])[cH:28][cH:29][cH:30]1.[OH2:32].[OH:9][C:10]([CH:12]=[CH:13][C:14]([OH:11])=[O:16])=[O:15].[S:17](=[O:18])(=[O:19])([OH:20])[OH:21].[c:1]1([CH3:2])[c:3]([CH3:4])[cH:5][cH:6][cH:7][cH:8]1>>[O:9]=[C:10]1[CH:12]=[CH:13][C:14](=[O:16])[N:26]1[c:25]1[c:24]([CH2:22][CH3:23])[cH:30][cH:29][cH:28][c:27]1[CH3:31]. The reactants are O (Water), C(CCCCC)OC1=CC=C(C=O)C=C1 (4-hexyloxybenzaldehyde), FC1=CC=C(C=C1)CC#N (4-fluorophenylacetonitrile), [OH-].[Na+] (sodium hydroxide). Solvent: CO (methanol). Conditions: time 12 hour. The product is C(CCCCC)OC1=CC=C(C=C1)CC(CN)C1=CC=C(C=C1)F (4(Hexyloxy)-β-(4-fluorophenyl)benzenepropanamine). Isolated yield 20.0%. Reaction SMILES: [CH2:1]([O:7][C:8]1[CH:15]=[CH:14][C:11]([CH:12]=O)=[CH:10][CH:9]=1)[CH2:2][CH2:3][CH2:4][CH2:5][CH3:6].[F:16][C:17]1[CH:22]=[CH:21][C:20]([CH2:23][C:24]#[N:25])=[CH:19][CH:18]=1.[OH-].[Na+].O>CO>[CH2:1]([O:7][C:8]1[CH:15]=[CH:14][C:11]([CH2:12][CH:23]([C:20]2[CH:21]=[CH:22][C:17]([F:16])=[CH:18][CH:19]=2)[CH2:24][NH2:25])=[CH:10][CH:9]=1)[CH2:2][CH2:3][CH2:4][CH2:5][CH3:6] |f:2.3|. Procedure: A solution of 51.5 g of 4-hexyloxybenzaldehyde and 33.8 g of 4-fluorophenylacetonitrile in methanol was stirred at room temperature and aqueous sodium hydroxide (50 percent) was added dropwise until a precipitate appeared. Water was then added and the solids were collected by filtration to render α-[[4-(hexyloxy)phenyl]methylene]-4-fluorophenylacetonitrile which was reduced as follows. 40.2 g of said nitrile, 10 g of Raney nickel, 150 ml of anhydrous ammonia and 300 ml of tetrahydrofuran were st... Reactants: Cl.NC(N1CCC(CC1)NC(OC(C)(C)C)=O)=N (tert-butyl {1-[amino(imino)methyl]piperidin-4-yl}carbamate hydrochloride), ClC(Cl)(Cl)S (perchloromethyl mercaptan), [OH-].[Na+] (sodium hydroxide). Solvent: ClCCl (dichloromethane), O (water). Product: ClC1=NC(=NS1)N1CCC(CC1)NC(OC(C)(C)C)=O (tert-Butyl [1-(5-chloro-1,2,4-thiadiazol-3-yl)piperidin-4-yl]carbamate). Yield: 34.4%. As a reaction SMILES: Cl.[NH2:2][C:3](=[NH:18])[N:4]1[CH2:9][CH2:8][CH:7]([NH:10][C:11](=[O:17])[O:12][C:13]([CH3:16])([CH3:15])[CH3:14])[CH2:6][CH2:5]1.[Cl:19][C:20]([SH:23])(Cl)Cl.[OH-].[Na+]>ClCCl.O>[Cl:19][C:20]1[S:23][N:2]=[C:3]([N:4]2[CH2:5][CH2:6][CH:7]([NH:10][C:11](=[O:17])[O:12][C:13]([CH3:15])([CH3:14])[CH3:16])[CH2:8][CH2:9]2)[N:18]=1 |f:0.1,3.4|. Procedure details: To a solution of tert-butyl {1-[amino(imino)methyl]piperidin-4-yl}carbamate hydrochloride (1.50 g, 5.38 mmol) and perchloromethyl mercaptan (0.578 ml, 5.38 mmol) in dichloromethane (20 ml) was added dropwise a solution of sodium hydroxide (0.861 g, 21.5 mmol) in water (2.5 ml) under ice-cooling. Then, the reaction mixture was stirred under ice-cooling for 1 hour and at room temperature for 1 hour. The organic layer was separated, washed with water, and then dried over anhydrous magnesium sulfate... Reactants: Brc1ccsc1, CNC=O, [Cu]I. Product: CN(C=O)c1ccsc1. As a reaction SMILES: [Br:1][c:2]1[cH:3][s:4][cH:5][cH:6]1.[CH3:7][NH:8][CH:9]=[O:10].[Cu:11][I:12]>>[c:2]1([N:8]([CH3:7])[CH:9]=[O:10])[cH:3][s:4][cH:5][cH:6]1. The reactants are CC1=CC(=C(C(=C1)C1=CC=CC=C1)OC)C1=CC=CC=C1 (4-methyl-2,6-diphenylanisole), O (water), C(C)OCC (diethylether). Solvent: C(Cl)Cl (methylene chloride). Yields the product CC1=CC(=C(C(=C1)C1=CC=CC=C1)O)C1=CC=CC=C1 (4-methyl-2,6-diphenylphenol). Yield: 89.0%. As a reaction SMILES: [CH3:1][C:2]1[CH:7]=[C:6]([C:8]2[CH:13]=[CH:12][CH:11]=[CH:10][CH:9]=2)[C:5]([O:14]C)=[C:4]([C:16]2[CH:21]=[CH:20][CH:19]=[CH:18][CH:17]=2)[CH:3]=1.O.C(OCC)C>C(Cl)Cl>[CH3:1][C:2]1[CH:3]=[C:4]([C:16]2[CH:21]=[CH:20][CH:19]=[CH:18][CH:17]=2)[C:5]([OH:14])=[C:6]([C:8]2[CH:13]=[CH:12][CH:11]=[CH:10][CH:9]=2)[CH:7]=1. Reported procedure: A mixed solution of 1 mL of water and 4 mL of dimethoxyethane was added into a flask into which 2,6-dibromo-4-methylanisole (400 mg, 1.43 mmol), phenylboronic acid (535 mg, 4.39 mmol), palladium acetate (14 mg, 0.062 mmol), triphenylphosphine (60 mg, 0.23 mmol), and potassium phosphate (940 mg, 4.43 mmol) were already added, and then refluxed at normal temperature for 6 hours. After cooling to normal temperature, an ammonium chloride aqueous solution (5 mL) and 10 mL of diethylether were added t...